describe an organic reaction: reactants, conditions, products, and yield From a dataset of the Open Reaction Database (ORD), a public repository of structured organic reaction records. Starting materials: CC=1NC=CN1 (2-Methylimidazole), [H-].[Na+] (sodium hydride), C(C)(C)(C)OC(=O)NC=1C=C(C=CC1)CO (1-[3-[(tert-Butoxycarbonyl)amino]phenyl]methanol), C1(=CC=C(C=C1)S(=O)(=O)Cl)C (p-Toluenesulfonyl chloride), S(=O)(=O)([O-])C1=CC=C(C)C=C1 (tosylate). The solvent is CN(C)C=O (DMF), N1=CC=CC=C1 (pyridine), CN(C)C=O (DMF). Conditions: temperature 0 celsius, time 2.5 hour. Yields the product [NH4+].[OH-] (NH4OH), C(C)(C)(C)OC(=O)NC=1C=C(C=CC1)CN1C(=NC=C1)C (1-[3-[(tert-BUTOXYCARBONYL)AMINO]PHENYL]-1-(2-METHYL-1H-IMIDAZOL-1-YL)METHANE). Isolated yield 13.1%. RXN SMILES: [C:1]([O:5][C:6]([NH:8][C:9]1[CH:10]=[C:11]([CH2:15]O)[CH:12]=[CH:13][CH:14]=1)=[O:7])([CH3:4])([CH3:3])[CH3:2].C1(C)C=CC(S(Cl)(=O)=O)=CC=1.[CH3:28][C:29]1[NH:30][CH:31]=[CH:32][N:33]=1.[H-].[Na+].S(C1C=CC(C)=CC=1)([O-])(=O)=O>N1C=CC=CC=1.CN(C=O)C>[NH4+:8].[OH-:5].[C:1]([O:5][C:6]([NH:8][C:9]1[CH:10]=[C:11]([CH2:15][N:30]2[CH:31]=[CH:32][N:33]=[C:29]2[CH3:28])[CH:12]=[CH:13][CH:14]=1)=[O:7])([CH3:4])([CH3:3])[CH3:2] |f:3.4,8.9|. Procedure: 1-[3-[(tert-Butoxycarbonyl)amino]phenyl]methanol (10 g, 44.8 mmoles) (Ref.: F. J. Brown, P. R. Bernstein, L. A. Cronk, D. L. Dosset, K. C. Hebbel. T. P. Maduskuie, Jr., H. S. Shapiro, E. P. Vacek, Y. K. Lee, A. K. Willard, R. D. Krell and D. W. Snyder, J. Med. Chem., 32, 1989, 807-826) (10 g, 44.8 mmoles) was dissolved in anhydrous pyridine (51 mL) and the solution was cooled to 0° C. p-Toluenesulfonyl chloride (10.25 g, 53.7 mmoles) was added and the mixture was stirred at 0° C. for 2.5 h under... Reactants: ClCC#N (chloroacetonitrile), OC1=CC=C(C=C1)CC(=O)OC (methyl 4-hydroxyphenylacetate), [H-].[Na+] (NaH). Run in CN(C)C=O (DMF), CN(C)C=O (DMF), CN(C)C=O (DMF). Conditions: time 0.5 hour. Product: C(#N)COC1=CC=C(C=C1)CC(=O)OC (methyl 4-(cyanomethoxy)phenylacetate). Isolated yield 99.1%. Reaction SMILES: [OH:1][C:2]1[CH:7]=[CH:6][C:5]([CH2:8][C:9]([O:11][CH3:12])=[O:10])=[CH:4][CH:3]=1.[H-].[Na+].Cl[CH2:16][C:17]#[N:18]>CN(C=O)C>[C:17]([CH2:16][O:1][C:2]1[CH:3]=[CH:4][C:5]([CH2:8][C:9]([O:11][CH3:12])=[O:10])=[CH:6][CH:7]=1)#[N:18] |f:1.2|. Procedure details: A solution of methyl 4-hydroxyphenylacetate (10 g, 0.06 mol) in DMF (100 ml) was added to 97% NaH (1.78 g, 0.072 mol) in DMF (60 ml) in an ice bath. The reaction mixture was stirred for 0.5 hours and then chloroacetonitrile (5.44 g, 0.072 mol) in DMF (50 ml) was added. The reaction mixture was stirred at room temperature for about 2 days, the solvent was removed in vacuo, and the residue was partitioned between water and ether. The organic layer was separated, washed with saturated Na2CO3 and th... Starting materials: C(C1=CC=CC=C1)N1CC(CC1)(O)CNC(=O)OC(C)(C)C (1-benzyl-3-tert.-butoxycarbonylaminomethyl-3-hydroxypyrrolidine). The solvent is CO (methanol), [Pd] (Pd). The product is C(C)(C)(C)OC(=O)NCC1(CNCC1)O (3-tert.-Butoxycarbonylaminomethyl-3-hydroxypyrrolidine). RXN SMILES: C([N:8]1[CH2:12][CH2:11][C:10]([CH2:14][NH:15][C:16]([O:18][C:19]([CH3:22])([CH3:21])[CH3:20])=[O:17])([OH:13])[CH2:9]1)C1C=CC=CC=1>CO.[Pd]>[C:19]([O:18][C:16]([NH:15][CH2:14][C:10]1([OH:13])[CH2:11][CH2:12][NH:8][CH2:9]1)=[O:17])([CH3:22])([CH3:20])[CH3:21]. Procedure: 18.7 g (61 mmol) of 1-benzyl-3-tert.-butoxycarbonylaminomethyl-3-hydroxypyrrolidine are dissolved in 120 ml of methanol and hydrogenated on 3 g of 5% strength Pd/active carbon at 90° C. and 100 bar. The catalyst is filtered off, the filtrate is concentrated and the residue is recrystallized from ethyl acetate. Product: Cl.NCC1=CC(=C(C(=O)OC)C=C1)O (methyl 4-(aminomethyl) -2-hydroxybenzoate hydrochloride). Reaction conditions: temperature 20 celsius, time 10 minute. Procedure: A stirred solution of methyl 2-acetoxy-4-bromomethylbenzoate (Regnier G, Canevari R, Le Douarec J-C, Bull. Soc. Chim. Fr, 1966:2821) (10.7 g) and hexamethylenetetramine (17.1 g) in CHCl3 (150 mL) was refluxed for 5 hours, then the solvent was removed (method of Meindl W, v Angerer E, Ruckdeschel G, Schonenberger H, Arch. Pharm. (Weinheim) 1982;315:941). The residue was stirred with MeOH (60 mL) and concentrated HCl (30 mL) at 20° C. for 10 minutes, then the solvent removed. Treatment of the soli... The reactants are C(C)(=O)OC1=C(C(=O)OC)C=CC(=C1)CBr (methyl 2-acetoxy-4-bromomethylbenzoate), C1N2CN3CN1CN(C2)C3 (hexamethylenetetramine), C(Cl)(Cl)Cl (CHCl3). RXN SMILES: C([O:4][C:5]1[CH:14]=[C:13]([CH2:15]Br)[CH:12]=[CH:11][C:6]=1[C:7]([O:9][CH3:10])=[O:8])(=O)C.C1N2CN3CN(C2)C[N:18]1C3.C(Cl)(Cl)[Cl:28]>>[ClH:28].[NH2:18][CH2:15][C:13]1[CH:12]=[CH:11][C:6]([C:7]([O:9][CH3:10])=[O:8])=[C:5]([OH:4])[CH:14]=1 |f:3.4|. The reactants are OCc1ccc(Br)c(OC(F)(F)F)c1, O=C([O-])[O-], O=C(CC(c1ccc(O)cc1)c1ccon1)N1C(=O)OCC1Cc1ccccc1, CCOC(C)=O, ClCCl, [Cs+], [Cs+], CN(C)C=O, O=S(Br)Br. Product: O=C(CC(c1ccc(OCc2ccc(Br)c(OC(F)(F)F)c2)cc1)c1ccon1)N1C(=O)OCC1Cc1ccccc1. RXN SMILES: [Br:1][c:2]1[c:3]([O:10][C:11]([F:12])([F:13])[F:14])[cH:4][c:5]([CH2:8][OH:9])[cH:6][cH:7]1.[C:48](=[O:49])([O-:50])[O-:51].[CH2:19]([c:20]1[cH:21][cH:22][cH:23][cH:24][cH:25]1)[CH:26]1[N:27]([C:32]([CH2:33][CH:34]([c:35]2[n:36][o:37][cH:38][cH:39]2)[c:40]2[cH:41][cH:42][c:43]([OH:46])[cH:44][cH:45]2)=[O:47])[C:28](=[O:31])[O:29][CH2:30]1.[CH3:62][CH2:63][O:64][C:65]([CH3:66])=[O:67].[Cl:54][CH2:55][Cl:56].[Cs+:52].[Cs+:53].[O:57]=[CH:58][N:59]([CH3:60])[CH3:61].[S:15]([Br:16])([Br:17])=[O:18]>>[Br:1][c:2]1[c:3]([O:10][C:11]([F:12])([F:13])[F:14])[cH:4][c:5]([CH2:8][O:9][c:43]2[cH:42][cH:41][c:40]([CH:34]([CH2:33][C:32]([N:27]3[CH:26]([CH2:19][c:20]4[cH:21][cH:22][cH:23][cH:24][cH:25]4)[CH2:30][O:29][C:28]3=[O:31])=[O:47])[c:35]3[n:36][o:37][cH:38][cH:39]3)[cH:45][cH:44]2)[cH:6][cH:7]1. Starting materials: Nc1cccc(Cl)c1, Cc1ccc2ccnc(Cl)c2n1. Product: Cc1ccc2ccnc(Nc3cccc(Cl)c3)c2n1. As a reaction SMILES: [Cl:13][c:14]1[cH:15][c:16]([NH2:17])[cH:18][cH:19][cH:20]1.[Cl:1][c:2]1[n:3][cH:4][cH:5][c:6]2[cH:7][cH:8][c:9]([CH3:12])[n:10][c:11]12>>[c:2]1([NH:17][c:16]2[cH:15][c:14]([Cl:13])[cH:20][cH:19][cH:18]2)[n:3][cH:4][cH:5][c:6]2[cH:7][cH:8][c:9]([CH3:12])[n:10][c:11]12. Reactants: CCCC[Sn](=O)CCCC, Cc1ccccc1, CC(C)(O)c1cnn2c(-c3ccc(F)c(-c4ncncc4C(N)=O)c3)cnc2n1. The product is CC(C)(O)c1cnn2c(-c3ccc(F)c(-c4ncncc4C#N)c3)cnc2n1. RXN SMILES: [CH2:30]([Sn:31](=[O:32])[CH2:33][CH2:34][CH2:35][CH3:36])[CH2:37][CH2:38][CH3:39].[CH3:40][c:41]1[cH:42][cH:43][cH:44][cH:45][cH:46]1.[F:1][c:2]1[c:3](-[c:21]2[n:22][cH:23][n:24][cH:25][c:26]2[C:27](=[O:28])[NH2:29])[cH:4][c:5](-[c:8]2[cH:9][n:10][c:11]3[n:12]2[n:13][cH:14][c:15]([C:17]([CH3:18])([CH3:19])[OH:20])[n:16]3)[cH:6][cH:7]1>>[F:1][c:2]1[c:3](-[c:21]2[n:22][cH:23][n:24][cH:25][c:26]2[C:27]#[N:29])[cH:4][c:5](-[c:8]2[cH:9][n:10][c:11]3[n:12]2[n:13][cH:14][c:15]([C:17]([CH3:18])([CH3:19])[OH:20])[n:16]3)[cH:6][cH:7]1. Product: COc1ccc(CNc2nc(N(C)CCO)ncc2C(=O)c2cc(OC)c(OC)c(OC)c2)cc1Cl. The reactants are CNCCO, CN(C)C=O, COc1ccc(CNc2nc(Cl)ncc2C(=O)c2cc(OC)c(OC)c(OC)c2)cc1Cl, O. RXN SMILES: [CH3:1][NH:2][CH2:3][CH2:4][OH:5].[CH3:39][N:40]([CH3:41])[CH:42]=[O:43].[Cl:6][c:7]1[n:8][cH:9][c:10]([C:24](=[O:25])[c:26]2[cH:27][c:28]([O:36][CH3:37])[c:29]([O:34][CH3:35])[c:30]([O:32][CH3:33])[cH:31]2)[c:11]([NH:13][CH2:14][c:15]2[cH:16][c:17]([Cl:23])[c:18]([O:21][CH3:22])[cH:19][cH:20]2)[n:12]1.[OH2:38]>>[CH3:1][N:2]([CH2:3][CH2:4][OH:5])[c:7]1[n:8][cH:9][c:10]([C:24](=[O:25])[c:26]2[cH:27][c:28]([O:36][CH3:37])[c:29]([O:34][CH3:35])[c:30]([O:32][CH3:33])[cH:31]2)[c:11]([NH:13][CH2:14][c:15]2[cH:16][c:17]([Cl:23])[c:18]([O:21][CH3:22])[cH:19][cH:20]2)[n:12]1. The reactants are C1COCCOCCOCCOCCO1, CC(C)CCC1C(=O)NS(=O)(=O)N1C, CC#N, Fc1nc(F)c(F)c(F)c1F, [Na]. The product is CC(C)CCC1C(=O)N(c2c(F)c(F)nc(F)c2F)S(=O)(=O)N1C. RXN SMILES: [CH2:27]1[O:28][CH2:29][CH2:30][O:31][CH2:32][CH2:33][O:34][CH2:35][CH2:36][O:37][CH2:38][CH2:39][O:40][CH2:41]1.[CH3:2][N:3]1[CH:4]([CH2:11][CH2:12][CH:13]([CH3:14])[CH3:15])[C:5](=[O:10])[NH:6][S:7]1(=[O:8])=[O:9].[CH3:42][C:43]#[N:44].[F:16][c:17]1[c:18]([F:26])[c:19]([F:25])[c:20]([F:24])[c:21]([F:23])[n:22]1.[Na:1]>>[CH3:2][N:3]1[CH:4]([CH2:11][CH2:12][CH:13]([CH3:14])[CH3:15])[C:5](=[O:10])[N:6]([c:19]2[c:18]([F:26])[c:17]([F:16])[n:22][c:21]([F:23])[c:20]2[F:24])[S:7]1(=[O:8])=[O:9].